This data is from the Open Reaction Database (ORD), a public repository of structured organic reaction records. The task is: describe an organic reaction: reactants, conditions, products, and yield The reactants are O=[N+]([O-])c1c(-c2ccc(Cl)cc2Cl)ccnc1OCc1ccccc1, O=C(O)C(F)(F)F. The product is O=c1[nH]ccc(-c2ccc(Cl)cc2Cl)c1[N+](=O)[O-]. Reaction SMILES: [CH2:1]([c:2]1[cH:3][cH:4][cH:5][cH:6][cH:7]1)[O:8][c:9]1[n:10][cH:11][cH:12][c:13](-[c:18]2[c:19]([Cl:25])[cH:20][c:21]([Cl:24])[cH:22][cH:23]2)[c:14]1[N+:15](=[O:16])[O-:17].[F:26][C:27]([F:28])([F:29])[C:30]([OH:31])=[O:32]>>[O:8]=[c:9]1[nH:10][cH:11][cH:12][c:13](-[c:18]2[c:19]([Cl:25])[cH:20][c:21]([Cl:24])[cH:22][cH:23]2)[c:14]1[N+:15](=[O:16])[O-:17].